This data is from the Open Reaction Database (ORD), a public repository of structured organic reaction records. The task is: describe an organic reaction: reactants, conditions, products, and yield Starting materials: Cn1nc(NC(=O)OC(C)(C)C)cc1-c1ccccn1, Cl, C1COCCO1. Yields the product Cn1nc(N)cc1-c1ccccn1. Reaction SMILES: [C:1]([O:2][C:3](=[O:4])[NH:7][c:8]1[n:9][n:10]([CH3:19])[c:11](-[c:13]2[n:14][cH:15][cH:16][cH:17][cH:18]2)[cH:12]1)([CH3:5])([CH3:6])[CH3:20].[ClH:21].[O:22]1[CH2:23][CH2:24][O:25][CH2:26][CH2:27]1>>[NH2:7][c:8]1[n:9][n:10]([CH3:19])[c:11](-[c:13]2[n:14][cH:15][cH:16][cH:17][cH:18]2)[cH:12]1. The reactants are COC(=O)C(C)N, CO, CC(C)Oc1ccc(-c2nc(-c3cccc4c(C=O)c[nH]c34)no2)cc1Cl, Cl, [Na+], [OH-]. Yields the product COC(=O)C(C)NCc1c[nH]c2c(-c3noc(-c4ccc(OC(C)C)c(Cl)c4)n3)cccc12. As a reaction SMILES: [CH3:2][O:3][C:4]([CH:5]([NH2:6])[CH3:7])=[O:8].[CH3:38][OH:39].[Cl:9][c:10]1[cH:11][c:12](-[c:20]2[n:21][c:22](-[c:25]3[cH:26][cH:27][cH:28][c:29]4[c:30]([CH:34]=[O:35])[cH:31][nH:32][c:33]34)[n:23][o:24]2)[cH:13][cH:14][c:15]1[O:16][CH:17]([CH3:18])[CH3:19].[ClH:1].[Na+:37].[OH-:36]>>[CH3:2][O:3][C:4]([CH:5]([NH:6][CH2:34][c:30]1[c:29]2[cH:28][cH:27][cH:26][c:25](-[c:22]3[n:21][c:20](-[c:12]4[cH:11][c:10]([Cl:9])[c:15]([O:16][CH:17]([CH3:18])[CH3:19])[cH:14][cH:13]4)[o:24][n:23]3)[c:33]2[nH:32][cH:31]1)[CH3:7])=[O:8]. Reactants: B(c1ccccc1)(O)O (effective_coupling_partner), Cc4cc(C)c(C(=O)Oc2c1ccccc1cc3ccccc23)c(C)c4 (substrate). Reagents/catalysts: PCy3. The product is c4ccc(c2c1ccccc1cc3ccccc23)cc4. Conditions: temperature 100 celsius, time 6 hour. Starting materials: C(C)(=O)OC(C)=O (acetic anhydride), CCN(C(C)C)C(C)C (DIEA), C(=O)(C(F)(F)F)O (TFA), C(C)(C)C=1C=CC(=C(C1)N1CC2=C(N=C(N=C2N2[C@@H](CNCC2)C)C2=C3C(=CN(C3=CC=C2)S(=O)(=O)C2=CC=C(C)C=C2)C)CC1)C ((R)-6-(5-isopropyl-2-methylphenyl)-2-(3-methyl-1-tosyl-1H-indol-4-yl)-4-(2-methylpiperazin-1-yl)-5,6,7,8-tetrahydropyrido[4,3-d]pyrimidine). Run in C(Cl)Cl (DCM), CCOC(=O)C (EtOAc). Run at time 45 minute. The product is C(C)(C)C=1C=CC(=C(C1)N1CC2=C(N=C(N=C2N2[C@@H](CN(CC2)C(C)=O)C)C2=C3C(=CN(C3=CC=C2)S(=O)(=O)C2=CC=C(C)C=C2)C)CC1)C ((R)-1-(4-(6-(5-isopropyl-2-methylphenyl)-2-(3-methyl-1-tosyl-1H-indol-4-yl)-5,6,7,8-tetrahydropyrido[4,3-d]pyrimidin-4-yl)-3-methylpiperazin-1-yl)ethanone). RXN SMILES: [C:1](O)([C:3](F)(F)F)=[O:2].[CH:8]([C:11]1[CH:12]=[CH:13][C:14]([CH3:54])=[C:15]([N:17]2[CH2:53][CH2:52][C:20]3[N:21]=[C:22]([C:32]4[CH:40]=[CH:39][CH:38]=[C:37]5[C:33]=4[C:34]([CH3:51])=[CH:35][N:36]5[S:41]([C:44]4[CH:50]=[CH:49][C:47]([CH3:48])=[CH:46][CH:45]=4)(=[O:43])=[O:42])[N:23]=[C:24]([N:25]4[CH2:30][CH2:29][NH:28][CH2:27][C@H:26]4[CH3:31])[C:19]=3[CH2:18]2)[CH:16]=1)([CH3:10])[CH3:9].C(OC(=O)C)(=O)C.CCN(C(C)C)C(C)C>C(Cl)Cl.CCOC(C)=O>[CH:8]([C:11]1[CH:12]=[CH:13][C:14]([CH3:54])=[C:15]([N:17]2[CH2:53][CH2:52][C:20]3[N:21]=[C:22]([C:32]4[CH:40]=[CH:39][CH:38]=[C:37]5[C:33]=4[C:34]([CH3:51])=[CH:35][N:36]5[S:41]([C:44]4[CH:45]=[CH:46][C:47]([CH3:48])=[CH:49][CH:50]=4)(=[O:42])=[O:43])[N:23]=[C:24]([N:25]4[CH2:30][CH2:29][N:28]([C:1](=[O:2])[CH3:3])[CH2:27][C@H:26]4[CH3:31])[C:19]=3[CH2:18]2)[CH:16]=1)([CH3:10])[CH3:9]. Procedure details: The TFA salt of (R)-6-(5-isopropyl-2-methylphenyl)-2-(3-methyl-1-tosyl-1H-indol-4-yl)-4-(2-methylpiperazin-1-yl)-5,6,7,8-tetrahydropyrido[4,3-d]pyrimidine (62 mg, 0.095 mmol) was dissolved in DCM (5 mL) and acetic anhydride (0.014 mL, 0.143 mmol) and DIEA (0.133 mL, 0.764 mmol) were added. The reaction was stirred at rt for 45 min and diluted with EtOAc, and washed successively with sat NaHCO3 and brine. The organic layer was then dried over Na2SO4 and filtered. After concentration, the resultin... Yields the product CN1CCC(c2cccnc2Oc2ccc(C(=O)c3nc4ccccc4[nH]3)cc2)CCC1=O. The reactants are O=C([O-])[O-], CN1CCCC1=O, [Cs+], [Cs+], CN1CCC(c2cccnc2F)CCC1=O, O=C(c1ccc(O)cc1)c1nc2ccccc2[nH]1. Reaction SMILES: [C:1](=[O:2])([O-:3])[O-:4].[CH3:41][N:42]1[CH2:43][CH2:44][CH2:45][C:46]1=[O:47].[Cs+:5].[Cs+:6].[F:25][c:26]1[n:27][cH:28][cH:29][cH:30][c:31]1[CH:32]1[CH2:33][CH2:34][C:35](=[O:40])[N:36]([CH3:39])[CH2:37][CH2:38]1.[nH:7]1[c:8]([C:16](=[O:17])[c:18]2[cH:19][cH:20][c:21]([OH:24])[cH:22][cH:23]2)[n:9][c:10]2[c:11]1[cH:12][cH:13][cH:14][cH:15]2>>[nH:7]1[c:8]([C:16](=[O:17])[c:18]2[cH:19][cH:20][c:21]([O:24][c:26]3[n:27][cH:28][cH:29][cH:30][c:31]3[CH:32]3[CH2:33][CH2:34][C:35](=[O:40])[N:36]([CH3:39])[CH2:37][CH2:38]3)[cH:22][cH:23]2)[n:9][c:10]2[c:11]1[cH:12][cH:13][cH:14][cH:15]2. Yields the product ClC=1C=C(C=CC1OC1=CC(=CC=C1)C(F)(F)F)NC=1C2=C(N=CN1)C=CN2CCCCO (4-[4-({3-chloro-4-[3-(trifluoromethyl)phenoxy]phenyl}amino)-5H-pyrrolo[3,2-d]pyrimidin-5-yl]butan-1-ol). The reactants are C(C)(=O)OCCCCN1C=CC=2N=CN=C(C21)NC2=CC(=C(C=C2)OC2=CC(=CC=C2)C(F)(F)F)Cl (4-[4-({3-chloro-4-[3-(trifluoromethyl)phenoxy]phenyl}amino)-5H-pyrrolo[3,2-d]pyrimidin-5-yl]butyl acetate), [OH-].[Na+] (sodium hydroxide), O (water), Cl (hydrochloric acid). As a reaction SMILES: C([O:4][CH2:5][CH2:6][CH2:7][CH2:8][N:9]1[C:17]2[C:16]([NH:18][C:19]3[CH:24]=[CH:23][C:22]([O:25][C:26]4[CH:31]=[CH:30][CH:29]=[C:28]([C:32]([F:35])([F:34])[F:33])[CH:27]=4)=[C:21]([Cl:36])[CH:20]=3)=[N:15][CH:14]=[N:13][C:12]=2[CH:11]=[CH:10]1)(=O)C.[OH-].[Na+].Cl.O>O1CCCC1>[Cl:36][C:21]1[CH:20]=[C:19]([NH:18][C:16]2[C:17]3[N:9]([CH2:8][CH2:7][CH2:6][CH2:5][OH:4])[CH:10]=[CH:11][C:12]=3[N:13]=[CH:14][N:15]=2)[CH:24]=[CH:23][C:22]=1[O:25][C:26]1[CH:31]=[CH:30][CH:29]=[C:28]([C:32]([F:35])([F:34])[F:33])[CH:27]=1 |f:1.2|. Solvent: O1CCCC1 (tetrahydrofuran). Reported procedure: To a solution of 4-[4-({3-chloro-4-[3-(trifluoromethyl)phenoxy]phenyl}amino)-5H-pyrrolo[3,2-d]pyrimidin-5-yl]butyl acetate (281 mg) in tetrahydrofuran (4.0 mL) was added 1N aqueous sodium hydroxide solution (2.8 mL), and the mixture was stirred at room temperature for 4.5 hrs. 1N Aqueous hydrochloric acid solution (2.8 mL) was added, and the mixture was stirred for 15 min. The reaction mixture was poured into water (50 mL), and the mixture was extracted with ethyl acetate (50 mL×3). The organic ... Isolated yield 82.9%. Reaction conditions: time 4.5 hour.